Task: describe an organic reaction: reactants, conditions, products, and yield. Dataset: the Open Reaction Database (ORD), a public repository of structured organic reaction records Reactants: C([O-])([O-])=O.[K+].[K+] (potassium carbonate), solid, CC(=O)C1=C(C=CC(=C1)[N+](=O)[O-])Cl (2-chloro-5-nitroacetophenone), C(C)O (ethanol), Cl (hydrochloric acid). Reagents/catalysts: [Fe] (iron). The solvent is O (water), O (water). Run at time 1 hour. The product is CC(=O)C1=C(C=CC(=C1)N)Cl (5-Amino-2-chloroacetophenone). RXN SMILES: [CH3:1][C:2]([C:4]1[CH:9]=[C:8]([N+:10]([O-])=O)[CH:7]=[CH:6][C:5]=1[Cl:13])=[O:3].C(O)C.Cl.C(=O)([O-])[O-].[K+].[K+]>O.[Fe]>[CH3:1][C:2]([C:4]1[CH:9]=[C:8]([NH2:10])[CH:7]=[CH:6][C:5]=1[Cl:13])=[O:3] |f:3.4.5|. Reported procedure: 5 g of solid 2-chloro-5-nitroacetophenone (see J. Am. Chem. Soc. 76, 5482 (1952)) are introduced in portions and with stirring at 65° C. to a mixture of 5.6 g of iron powder, 40 ml of ethanol, 9 ml of water and 1 ml of concentrated hydrochloric acid. Stirring of the reaction mixture is continued for 1 hour at 70° C. The mixture is allowed to cool to room temperature and then diluted with 300 ml of water, and a pH of 9 is established by adding 2N potassium carbonate solution. The mixture is filte... Starting materials: NC1=C(C#N)C(=CC=C1)Br (2-Amino-6-bromobenzonitrile), O1C(=CCC1)[Sn](C)(C)C ((4,5-dihydrofuran-2-yl)trimethylstannane), [Cl-].[NH4+] (ammonium chloride), [OH-].[NH4+] (ammonium hydroxide). Reagents/catalysts: C1(=CC=CC=C1)P(C1=CC=CC=C1)C1=CC=CC=C1.C1(=CC=CC=C1)P(C1=CC=CC=C1)C1=CC=CC=C1.C1(=CC=CC=C1)P(C1=CC=CC=C1)C1=CC=CC=C1.C1(=CC=CC=C1)P(C1=CC=CC=C1)C1=CC=CC=C1.[Pd] (palladium tetrakis(triphenylphosphine)). Run in C1(=CC=CC=C1)C (toluene). Product: NC1=C(C#N)C(=CC=C1)C=1OCCC1 (2-amino-6-(4,5-dihydrofuran-2-yl)benzonitrile). The yield is 68.0%. RXN SMILES: [NH2:1][C:2]1[CH:9]=[CH:8][CH:7]=[C:6](Br)[C:3]=1[C:4]#[N:5].[O:11]1[CH2:15][CH2:14][CH:13]=[C:12]1[Sn](C)(C)C.[Cl-].[NH4+].[OH-].[NH4+]>C1(C)C=CC=CC=1.C1(P(C2C=CC=CC=2)C2C=CC=CC=2)C=CC=CC=1.C1(P(C2C=CC=CC=2)C2C=CC=CC=2)C=CC=CC=1.C1(P(C2C=CC=CC=2)C2C=CC=CC=2)C=CC=CC=1.C1(P(C2C=CC=CC=2)C2C=CC=CC=2)C=CC=CC=1.[Pd]>[NH2:1][C:2]1[CH:9]=[CH:8][CH:7]=[C:6]([C:12]2[O:11][CH2:15][CH2:14][CH:13]=2)[C:3]=1[C:4]#[N:5] |f:2.3,4.5,7.8.9.10.11|. Procedure details: 2-Amino-6-bromobenzonitrile (0.75 g, 3.81 mmol), (4,5-dihydrofuran-2-yl)trimethylstannane (Menez, P.; Fargeas, V.; Poisson, J.; Ardisson, J.; Lallemand, J.-Y.; Pancrazi, A. Tetrahedron Letters 1994, 35(42), 7767) (1.02 g, 4.38 mmol), and palladium tetrakis(triphenylphosphine) (0.33 g, 0.28 mmol) were refluxed in toluene (10.0 mL) under nitrogen for 1.5 h. Saturated ammonium chloride (12 mL) and ammonium hydroxide (4 mL) were added, and the mixture was extracted with EtOAc. The organic layer was ... The reactants are C1(CCCC1)OC=1C=C(C=CC1OC)C1CC(N(C1)C=1C=C(C#N)C=CC1)=O (3-[4-(3-cyclopentyloxy-4-methoxyphenyl)-2-oxo-pyrrolidin-1-yl]benzonitrile), [OH-].[Na+] (NaOH), OS(=O)(=O)O (H2SO4), OO (H2O2). The solvent is C(C)O (ethanol). Run at time 3 hour. The product is C1(CCCC1)OC=1C=C(C=CC1OC)C1CC(N(C1)C=1C=C(C(=O)N)C=CC1)=O (3-[4-(3-cyclopentyloxy-4-methoxyphenyl)-2-oxo-pyrrolidin-1-yl]benzamide). Yield: 94.0%. Reaction SMILES: [CH:1]1([O:6][C:7]2[CH:8]=[C:9]([CH:15]3[CH2:19][N:18]([C:20]4[CH:21]=[C:22]([CH:25]=[CH:26][CH:27]=4)[C:23]#[N:24])[C:17](=[O:28])[CH2:16]3)[CH:10]=[CH:11][C:12]=2[O:13][CH3:14])[CH2:5][CH2:4][CH2:3][CH2:2]1.[OH-].[Na+].OO.[OH:33]S(O)(=O)=O>C(O)C>[CH:1]1([O:6][C:7]2[CH:8]=[C:9]([CH:15]3[CH2:19][N:18]([C:20]4[CH:21]=[C:22]([CH:25]=[CH:26][CH:27]=4)[C:23]([NH2:24])=[O:33])[C:17](=[O:28])[CH2:16]3)[CH:10]=[CH:11][C:12]=2[O:13][CH3:14])[CH2:2][CH2:3][CH2:4][CH2:5]1 |f:1.2|. Procedure details: To a solution of 3-[4-(3-cyclopentyloxy-4-methoxyphenyl)-2-oxo-pyrrolidin-1-yl]benzonitrile (12.5 mg, 0.033 mmol) in ethanol (0.5 mL) was added 2 μL of a 25% NaOH solution, followed by 29 μL of 35% H2O2. The temperature of the reaction mixture was kept at 50° C. for 3 h. Upon completion, 5% H2SO4 was added until the mixture was neutral (pH 7). The reaction mixture was extracted with EtOAc and dried with MgSO4. Purification on silica gel afforded the product as a white solid. Yield: 94%. The reactants are FC1=C(N)C=CC(=C1)OC1=C(C=C(C=C1)C(F)(F)F)Cl (2-fluoro-4-(2-chloro-4-[trifluoromethyl]phenoxy)aniline), S(Cl)Cl (sulphur dichloride), Cl.N1[C@H](C(=O)OC)CCC1 (L-proline, methyl ester hydrochloride), N1=CC=CC=C1 (pyridine), product. Run in C(C)OCC (diethyl ether), C(C)N(CC)CC (triethylamine), solvent, C(C)OCC (diethyl ether), C(C)OCC (diethyl ether), ClCCl (dichloromethane), solvent, C(C)OCC (diethyl ether). Run at time 8 hour. The product is ClC1=C(OC2=CC(=C(C=C2)NSN2[C@H](C(=O)OC)CCC2)F)C=CC(=C1)C(F)(F)F (N-[[[4-[2-chloro-4-(trifluoromethyl)phenoxy]-2-fluorophenyl]amino]thio]-L-proline, methyl ester). Isolated yield 74.4%. Reaction SMILES: [S:1](Cl)Cl.Cl.[NH:5]1[CH2:13][CH2:12][CH2:11][C@H:6]1[C:7]([O:9][CH3:10])=[O:8].N1C=CC=CC=1.[F:20][C:21]1[CH:27]=[C:26]([O:28][C:29]2[CH:34]=[CH:33][C:32]([C:35]([F:38])([F:37])[F:36])=[CH:31][C:30]=2[Cl:39])[CH:25]=[CH:24][C:22]=1[NH2:23]>ClCCl.C(OCC)C.C(N(CC)CC)C>[Cl:39][C:30]1[CH:31]=[C:32]([C:35]([F:37])([F:36])[F:38])[CH:33]=[CH:34][C:29]=1[O:28][C:26]1[CH:25]=[CH:24][C:22]([NH:23][S:1][N:5]2[CH2:13][CH2:12][CH2:11][C@H:6]2[C:7]([O:9][CH3:10])=[O:8])=[C:21]([F:20])[CH:27]=1 |f:1.2|. Reported procedure: A solution of sulphur dichloride (11.3 g) in dichloromethane (20 ml) was added at room temperature over 15 minutes to a stirred solution of L-proline, methyl ester hydrochloride (16.6 g) in the same solvent (50 ml), following which a solution of pyridine (17.4 g) in the same solvent (20 ml) was added to the reaction mixture over 30 minutes. After stirring overnight, the mixture was diluted with diethyl ether (150 ml), filtered, and stripped of solvent to leave 17.8 g of the crude product. 4.3 g ... Starting materials: C(C)(C)(C)OC(=O)N1CCC(CC1)\C=C\C1=CC=C2C(=NNC2=C1)C1CCN(CC1)CC(=O)OC(C)(C)C (4{-2-[3-(1-tert-butoxycarbonylmethyl-piperidin-4-yl)-1H-indazol-6-yl]-(E)-vinyl}-piperidine-1-carboxylic acid tert-butyl ester), [H-].[Na+] (sodium hydride), C(C1=CC=CC=C1)Br (benzyl bromide). Solvent: CN(C)C=O (DMF), CN(C)C=O (DMF). Run at time 20 minute. Yields the product C(C)(C)(C)OC(=O)N1CCC(CC1)\C=C\C1=CC=C2C(=NN(C2=C1)CC1=CC=CC=C1)C1CCN(CC1)CC(=O)OC(C)(C)C (4-{2-[1-Benzyl-3-(1-tert-butoxycarbonylmethyl-piperidin-4-yl)-1H-indazol-6-yl]-(E)-vinyl}-piperidine-1-carboxylic acid tert-butyl ester). RXN SMILES: [C:1]([O:5][C:6]([N:8]1[CH2:13][CH2:12][CH:11](/[CH:14]=[CH:15]/[C:16]2[CH:24]=[C:23]3[C:19]([C:20]([CH:25]4[CH2:30][CH2:29][N:28]([CH2:31][C:32]([O:34][C:35]([CH3:38])([CH3:37])[CH3:36])=[O:33])[CH2:27][CH2:26]4)=[N:21][NH:22]3)=[CH:18][CH:17]=2)[CH2:10][CH2:9]1)=[O:7])([CH3:4])([CH3:3])[CH3:2].[H-].[Na+].[CH2:41](Br)[C:42]1[CH:47]=[CH:46][CH:45]=[CH:44][CH:43]=1>CN(C=O)C>[C:1]([O:5][C:6]([N:8]1[CH2:13][CH2:12][CH:11](/[CH:14]=[CH:15]/[C:16]2[CH:24]=[C:23]3[C:19]([C:20]([CH:25]4[CH2:26][CH2:27][N:28]([CH2:31][C:32]([O:34][C:35]([CH3:38])([CH3:37])[CH3:36])=[O:33])[CH2:29][CH2:30]4)=[N:21][N:22]3[CH2:41][C:42]3[CH:47]=[CH:46][CH:45]=[CH:44][CH:43]=3)=[CH:18][CH:17]=2)[CH2:10][CH2:9]1)=[O:7])([CH3:4])([CH3:3])[CH3:2] |f:1.2|. Reported procedure: A solution of 4{-2-[3-(1-tert-butoxycarbonylmethyl-piperidin-4-yl)-1H-indazol-6-yl]-(E)-vinyl}-piperidine-1-carboxylic acid tert-butyl ester (152 mg, 0.29 mmol) in dry DMF (2 ml) under nitrogen was treated with sodium hydride (5 mg of a 60% dispersion in oil, 0.37 mmol) and stirred at +23° for 20 min. The solution was treated with a solution of benzyl bromide in dry DMF (0.1 ml of 3.14M solution, 0.314 mmol; Aldrich). The resulting mixture was stirred at +23° for 24 h and concentrated in vacuo. ... Starting materials: ClC=1NC2=C(N1)C=CC=C2 (2-chlorobenzimidazole), C(C)(C)C1=CC=C(N)C=C1 (4-isopropylaniline). The product is N1=C(NC2=C1C=CC=C2)NC2=CC=C(C=C2)C(C)C (N-(Benzoimidazol-2-yl)-4-isopropylaniline). As a reaction SMILES: Cl[C:2]1[NH:3][C:4]2[CH:10]=[CH:9][CH:8]=[CH:7][C:5]=2[N:6]=1.[CH:11]([C:14]1[CH:20]=[CH:19][C:17]([NH2:18])=[CH:16][CH:15]=1)([CH3:13])[CH3:12]>>[N:6]1[C:5]2[CH:7]=[CH:8][CH:9]=[CH:10][C:4]=2[NH:3][C:2]=1[NH:18][C:17]1[CH:19]=[CH:20][C:14]([CH:11]([CH3:13])[CH3:12])=[CH:15][CH:16]=1. Procedure: The title compound was prepared from 2-chlorobenzimidazole and 4-isopropylaniline by Procedure A. The product was isolated upon basic work-up and recrystallized from acetonitrile to give the title compound as the free base (white solid, mp 179-180° C.). MS(ES+) m/z 252 ([M+1]+, 100). The solvent is C(C)O (ethanol). Procedure: A solution of 3-{(3,4-dimethoxy-benzyl)-[({[3-methoxy-4-(3-o-tolylureido)phenyl]-acetyl}-N-methylamino)-acetyl]-amino}-propionic acid [17 g, Example 5(a)] in ethanol (170 ml) was treated with sodium hydroxide solution (23.3 ml, 1N). After stirring at ambient temperature for 24 hours the reaction mixture was filtered through a short pad of diatomaceous earth and then evaporated. The residue was triturated with hot ethyl acetate (200 ml) and dried under vacuum. The resultant foam was dissolved in ... The reactants are COC=1C=C(CN(CCC(=O)O)C(CN(C)C(CC2=CC(=C(C=C2)NC(=O)NC2=C(C=CC=C2)C)OC)=O)=O)C=CC1OC (3-{(3,4-dimethoxy-benzyl)-[({[3-methoxy-4-(3-o-tolylureido)phenyl]-acetyl}-N-methylamino)-acetyl]-amino}-propionic acid), [OH-].[Na+] (sodium hydroxide). As a reaction SMILES: [CH3:1][O:2][C:3]1[CH:4]=[C:5]([CH:40]=[CH:41][C:42]=1[O:43][CH3:44])[CH2:6][N:7]([C:13](=[O:39])[CH2:14][N:15]([C:17](=[O:38])[CH2:18][C:19]1[CH:24]=[CH:23][C:22]([NH:25][C:26]([NH:28][C:29]2[CH:34]=[CH:33][CH:32]=[CH:31][C:30]=2[CH3:35])=[O:27])=[C:21]([O:36][CH3:37])[CH:20]=1)[CH3:16])[CH2:8][CH2:9][C:10]([OH:12])=[O:11].[OH-].[Na+:46]>C(O)C>[Na+:46].[CH3:1][O:2][C:3]1[CH:4]=[C:5]([CH:40]=[CH:41][C:42]=1[O:43][CH3:44])[CH2:6][N:7]([C:13](=[O:39])[CH2:14][N:15]([C:17](=[O:38])[CH2:18][C:19]1[CH:24]=[CH:23][C:22]([NH:25][C:26]([NH:28][C:29]2[CH:34]=[CH:33][CH:32]=[CH:31][C:30]=2[CH3:35])=[O:27])=[C:21]([O:36][CH3:37])[CH:20]=1)[CH3:16])[CH2:8][CH2:9][C:10]([O-:12])=[O:11] |f:1.2,4.5|. Product: [Na+].COC=1C=C(CN(CCC(=O)[O-])C(CN(C)C(CC2=CC(=C(C=C2)NC(=O)NC2=C(C=CC=C2)C)OC)=O)=O)C=CC1OC (3-{(3,4-Dimethoxy-benzyl)-[({[3-methoxy-4-(3-o-tolylureido)phenyl]-acetyl}-N-methylamino)-acetyl]-amino}-propionic acid sodium salt). Reaction conditions: time 24 hour. The reactants are ClC=1C=C(C=CC1Cl)N(C(CC1=CC=C(C=C1)O)=O)CCC1=CC(=CC=C1)OCC1=CC=CC=C1 (N-(3,4-dichlorophenyl)-2-(4-hydroxyphenyl)-N-{2-[3-(phenylmethoxy)phenyl]ethyl}acetamide), P(=O)(Cl)(Cl)Cl (phosphorus oxychloride), [BH4-].[Na+] (sodium borohydride). Run in C(C)#N (acetonitrile). Run at temperature 80 celsius, time 8 hour. The product is ClC=1C=C(C=CC1Cl)N1C(C2=CC=C(C=C2CC1)OCC1=CC=CC=C1)CC1=CC=C(C=C1)O (2-(3,4-Dichlorophenyl)-1-(4-hydroxybenzyl)-6-(phenylmethoxy)-1,2,3,4-tetrahydroisoquinoline). Yield: 6.8%. RXN SMILES: [Cl:1][C:2]1[CH:3]=[C:4]([N:9]([CH2:20][CH2:21][C:22]2[CH:27]=[CH:26][CH:25]=[C:24]([O:28][CH2:29][C:30]3[CH:35]=[CH:34][CH:33]=[CH:32][CH:31]=3)[CH:23]=2)[C:10](=O)[CH2:11][C:12]2[CH:17]=[CH:16][C:15]([OH:18])=[CH:14][CH:13]=2)[CH:5]=[CH:6][C:7]=1[Cl:8].P(Cl)(Cl)(Cl)=O.[BH4-].[Na+]>C(#N)C>[Cl:1][C:2]1[CH:3]=[C:4]([N:9]2[CH2:20][CH2:21][C:22]3[C:27](=[CH:26][CH:25]=[C:24]([O:28][CH2:29][C:30]4[CH:35]=[CH:34][CH:33]=[CH:32][CH:31]=4)[CH:23]=3)[CH:10]2[CH2:11][C:12]2[CH:13]=[CH:14][C:15]([OH:18])=[CH:16][CH:17]=2)[CH:5]=[CH:6][C:7]=1[Cl:8] |f:2.3|. Reported procedure: To a solution of N-(3,4-dichlorophenyl)-2-(4-hydroxyphenyl)-N-{2-[3-(phenylmethoxy)phenyl]ethyl}acetamide (7.6 g, 0.015 mol) in acetonitrile (30 ml) was added phosphorus oxychloride (4.19 ml, 0.045 mol). The reaction was allowed to reflux at 80° C. for 6 hours. Solvent was removed and the reaction was placed on ice. To the flask was added ice and water. The reaction was extracted with ethyl acetate. The organic layer was washed with brine, dried over MgSO4, filtered, concentrated, and then disso... Isolated yield 88.4%. Reported procedure: To a suspension of NaH (0.733 g, 18.32 mmol, 60% in mineral oil) in DMF (14 mL) was added 2-(4-bromophenyl)acetonitrile (1.796 g, 9.16 mmol) followed by 1,3-dibromo-2,2-dimethoxypropane (2.0 g, 7.64 mmol) and the reaction mixture was heated to 60° C. and stirred for 12 h. The reaction mixture was cooled to RT, poured into water (150 mL) and extracted with EtOAc (3×40 mL). The combined organic layer was washed with brine, dried over Na2SO4, filtered and the filtrate concentrated. The crude produc... Run in CN(C)C=O (DMF). Reaction SMILES: [H-].[Na+].[Br:3][C:4]1[CH:9]=[CH:8][C:7]([CH2:10][C:11]#[N:12])=[CH:6][CH:5]=1.Br[CH2:14][C:15]([O:20][CH3:21])([O:18][CH3:19])[CH2:16]Br.O>CN(C=O)C>[Br:3][C:4]1[CH:9]=[CH:8][C:7]([C:10]2([C:11]#[N:12])[CH2:16][C:15]([O:20][CH3:21])([O:18][CH3:19])[CH2:14]2)=[CH:6][CH:5]=1 |f:0.1|. Conditions: temperature 60 celsius, time 12 hour. Starting materials: O (water), [H-].[Na+] (NaH), BrCC(CBr)(OC)OC (1,3-dibromo-2,2-dimethoxypropane), BrC1=CC=C(C=C1)CC#N (2-(4-bromophenyl)acetonitrile). The product is BrC1=CC=C(C=C1)C1(CC(C1)(OC)OC)C#N (1-(4-Bromophenyl)-3,3-dimethoxycyclobutanecarbonitrile).